Dataset: the Open Reaction Database (ORD), a public repository of structured organic reaction records. Task: describe an organic reaction: reactants, conditions, products, and yield The reactants are IC1=CC(=CC=C1)[N+](=O)[O-] (1-iodo-3-nitrobenzene), C([O-])([O-])=O.[K+].[K+] (potassium carbonate). Reagents/catalysts: [Cu] (copper bronze). The solvent is N1C(CCC1)=O (2-pyrrolidinone), O (water). Run at temperature 200 celsius. Product: [N+](=O)([O-])C=1C=C(C=CC1)N1C(CCC1)=O (1-(3nitrophenyl)pyrrolidin-2-one). Yield: 29.1%. As a reaction SMILES: I[C:2]1[CH:7]=[CH:6][CH:5]=[C:4]([N+:8]([O-:10])=[O:9])[CH:3]=1.[C:11](=[O:14])([O-])[O-].[K+].[K+]>N1CCCC1=O.O.[Cu]>[N+:8]([C:4]1[CH:3]=[C:2]([N:8]2[CH2:4][CH2:3][CH2:2][C:11]2=[O:14])[CH:7]=[CH:6][CH:5]=1)([O-:10])=[O:9] |f:1.2.3|. Procedure: A suspension of 1-iodo-3-nitrobenzene (24.9 g, 0.1 mol), copper bronze (320 mg, 5 mmol) and potassium carbonate (15.2 g, 0.11 mol) in 2-pyrrolidinone was heated under a stream of nitrogen at 200° C. for 45 minutes. The reaction was cooled to ambient temperature, diluted with water (2000 ml) and extracted with diethyl ether (800 ml). The organic phase was then washed with water (2×800 ml), brine and dried over anhydrous sodium sulphate containing decolourising charcoal (2 g). Filtration and evapo... Reactants: Cc1cccc(C)c1Br, Cc1ccccc1B(O)O, Cc1ccccc1, [K+], [K+], [K+], O=P([O-])([O-])[O-]. Product: Cc1ccccc1-c1c(C)cccc1C. RXN SMILES: [Br:1][c:2]1[c:3]([CH3:9])[cH:4][cH:5][cH:6][c:7]1[CH3:8].[CH3:10][c:11]1[c:12]([B:17]([OH:18])[OH:19])[cH:13][cH:14][cH:15][cH:16]1.[CH3:28][c:29]1[cH:30][cH:31][cH:32][cH:33][cH:34]1.[K+:25].[K+:26].[K+:27].[P:20]([O-:21])([O-:22])([O-:23])=[O:24]>>[c:2]1(-[c:12]2[c:11]([CH3:10])[cH:16][cH:15][cH:14][cH:13]2)[c:3]([CH3:9])[cH:4][cH:5][cH:6][c:7]1[CH3:8]. The reactants are Cl.CN(CCCN=C=NCC)C (1-(3-Dimethylaminopropyl)-3-ethylcarbodiimide hydrochloride), NC(=O)NC=1N(C=C(N1)C(=O)O)[C@H]1[C@H](O)[C@H](O)[C@H](O1)CO ([(amino)carbonyl]amino-1-(β-D-ribofuranosyl)-1H-imidazole-4-carboxylic acid). The solvent is O (water), CO (CH3OH). Reaction conditions: time 8 hour. The product is C1=NC2=C(N1[C@H]3[C@@H]([C@@H]([C@H](O3)CO)O)O)N=C(OC2=O)N (oxanosine). Reaction SMILES: Cl.CN(C)CCC[N:7]=[C:8]=[N:9]CC.NC(N[C:17]1[N:18]([C@@H:25]2[O:31][C@H:30]([CH2:32][OH:33])[C@@H:28]([OH:29])[C@H:26]2[OH:27])[CH:19]=[C:20]([C:22]([OH:24])=[O:23])[N:21]=1)=O>O.CO>[CH:17]1[N:18]([C@@H:25]2[O:31][C@H:30]([CH2:32][OH:33])[C@@H:28]([OH:29])[C@H:26]2[OH:27])[C:19]2[N:7]=[C:8]([NH2:9])[O:24][C:22](=[O:23])[C:20]=2[N:21]=1 |f:0.1|. Procedure details: 1-(3-Dimethylaminopropyl)-3-ethylcarbodiimide hydrochloride (78 mg, 0.41 mmol) was added to a solution of 5-[[(amino)carbonyl]amino-1-(β-D-ribofuranosyl)-1H-imidazole-4-carboxylic acid (19 mg, 0.063 mmol) in water (2 mL) and CH3OH (5 mL) and the mixture was stirred at room temperature overnight. The reaction was quenched by addition of excess 60% aqueous acetic acid. After 30 minutes, the mixture was diluted with water, concentrated to remove CH3OH and lyophilized. The resulting powder (100 mg) ... Starting materials: C1(CC1)C(=O)NC=1SC2=NC(=CC=C2N1)OC=1C=C(C(=O)OC)C=CC1OC (methyl 3-({2-[(cyclopropylcarbonyl)amino][1,3]thiazolo[5,4-b]pyridin-5-yl}oxy)-4-methoxybenzoate), O1CCCC1 (tetrahydrofuran), [OH-].[Na+] (sodium hydroxide), Cl (Hydrochloric acid). Run in CO (methanol). Run at time 3 hour. Yields the product C1(CC1)C(=O)NC=1SC2=NC(=CC=C2N1)OC=1C=C(C(=O)O)C=CC1OC (3-({2-[(cyclopropylcarbonyl)amino][1,3]thiazolo[5,4-b]pyridin-5-yl}oxy)-4-methoxybenzoic acid). Isolated yield 96.4%. Reaction SMILES: [CH:1]1([C:4]([NH:6][C:7]2[S:8][C:9]3[C:14]([N:15]=2)=[CH:13][CH:12]=[C:11]([O:16][C:17]2[CH:18]=[C:19]([CH:24]=[CH:25][C:26]=2[O:27][CH3:28])[C:20]([O:22]C)=[O:21])[N:10]=3)=[O:5])[CH2:3][CH2:2]1.O1CCCC1.[OH-].[Na+].Cl>CO>[CH:1]1([C:4]([NH:6][C:7]2[S:8][C:9]3[C:14]([N:15]=2)=[CH:13][CH:12]=[C:11]([O:16][C:17]2[CH:18]=[C:19]([CH:24]=[CH:25][C:26]=2[O:27][CH3:28])[C:20]([OH:22])=[O:21])[N:10]=3)=[O:5])[CH2:3][CH2:2]1 |f:2.3|. Procedure details: To a solution of methyl 3-({2-[(cyclopropylcarbonyl)amino][1,3]thiazolo[5,4-b]pyridin-5-yl}oxy)-4-methoxybenzoate (4.0 g, 9.96 mmol) in methanol (50 mL)-tetrahydrofuran (100 mL) was added 5N aqueous sodium hydroxide solution (80 mL), and the mixture was stirred at room temperature for 3 hr. 6N Hydrochloric acid was added to the reaction solution to adjust the pH to about 4.0, and the reaction solution was extracted with ethyl acetate (200 mL×3). The combined organic layer was dried over anhydrou... The reactants are acid chloride, C=C (ethylene), BrC1=CC=C(C=C1)CC(=O)O (4-bromobenzeneacetic acid), C(C(=O)Cl)(=O)Cl (oxalyl chloride), [Al+3].[Cl-].[Cl-].[Cl-] (AlCl3). Solvent: CN(C=O)C (dimethylformamide), C(Cl)Cl (methylene chloride), C(Cl)Cl (methylene chloride). Reaction conditions: temperature 0 celsius, time 16 hour. Product: BrC=1C=C2CCC(CC2=CC1)=O (6-bromo-3,4-dihydro-2(1H)-napthalenone). Isolated yield 88.5%. RXN SMILES: [Br:1][C:2]1[CH:7]=[CH:6][C:5]([CH2:8][C:9]([OH:11])=O)=[CH:4][CH:3]=1.[C:12](Cl)(=O)[C:13](Cl)=O.[Al+3].[Cl-].[Cl-].[Cl-].C=C>C(Cl)Cl.CN(C)C=O>[Br:1][C:2]1[CH:3]=[C:4]2[C:5](=[CH:6][CH:7]=1)[CH2:8][C:9](=[O:11])[CH2:13][CH2:12]2 |f:2.3.4.5|. Procedure details: A single neck 3 liter round bottom flask under an Ar atmosphere was charged with 4-bromobenzeneacetic acid (250.0 g, 1.15 mol), methylene chloride (1.5 L) and dimethylformamide (0.5 mL). This magnetically stirred solution was cooled to 0° C. and treated dropwise with oxalyl chloride (156 mL, 1.74 mol). The reaction was allowed to reach room temperature and stirred 16 h. The reaction was concentrated on a rotary evaporator to approximately 1 L of volume. A separate dry 5 liter 3 neck round bottom... The reactants are C1(=CC=CC=C1)/C=C/C1=CC=C(OCC(CCC=2C=NC=CC2)O)C=C1 ((±)-(E)-1-(4-(2-Phenylethenyl)phenoxy)-4-(3-pyridyl)-2-butanol). Reagents/catalysts: [Pd] (palladium on carbon). Solvent: C(C)O (ethanol). Product: C1(=CC=CC=C1)CCC1=CC=C(OCC(CCC=2C=NC=CC2)O)C=C1 ((±)-1-(4-(2-Phenylethyl)phenoxy)-4-(3-pyridyl)-2-butanol). The yield is 90.1%. RXN SMILES: [C:1]1(/[CH:7]=[CH:8]/[C:9]2[CH:26]=[CH:25][C:12]([O:13][CH2:14][CH:15]([OH:24])[CH2:16][CH2:17][C:18]3[CH:19]=[N:20][CH:21]=[CH:22][CH:23]=3)=[CH:11][CH:10]=2)[CH:6]=[CH:5][CH:4]=[CH:3][CH:2]=1>C(O)C.[Pd]>[C:1]1([CH2:7][CH2:8][C:9]2[CH:26]=[CH:25][C:12]([O:13][CH2:14][CH:15]([OH:24])[CH2:16][CH2:17][C:18]3[CH:19]=[N:20][CH:21]=[CH:22][CH:23]=3)=[CH:11][CH:10]=2)[CH:2]=[CH:3][CH:4]=[CH:5][CH:6]=1. Procedure details: A solution of (±)-(E)-1-(4-(2-phenylethenyl)phenoxy)-4-(3-pyridyl)-2-butanol (0.32 g, Example 61) was dissolved in dry ethanol (50 ml) and hydrogenated for 24 hours at 3 atmospheres using palladium on carbon (10%, 0.1 g) as catalyst. The reaction mixture was filtered through Celite® and the residue washed with ethanol. The filtrate and washings were combined and concentrated under reduced pressure. The residue was purified by column chromatography over silica eluting with dichloromethane:methano...